From a dataset of the Open Reaction Database (ORD), a public repository of structured organic reaction records. describe an organic reaction: reactants, conditions, products, and yield The reactants are C[C@@H]([C@@H](C1=CC=CC=C1)O)N ((1R, 2S)-(−)-norephedrine), optionally substituted benzaldehyde, [BH4-].[Na+] (sodium borohydride). Solvent: C(C)O (ethanol). Yields the product C[C@H]([C@H](C1=CC=CC=C1)O)N (norephedrine). As a reaction SMILES: [CH3:1][C@H:2]([NH2:11])[C@H:3]([OH:10])[C:4]1[CH:9]=[CH:8][CH:7]=[CH:6][CH:5]=1.[BH4-].[Na+]>C(O)C>[CH3:1][C@@H:2]([NH2:11])[C@@H:3]([OH:10])[C:4]1[CH:5]=[CH:6][CH:7]=[CH:8][CH:9]=1 |f:1.2|. Procedure: As shown in the scheme above, (1R, 2S)-(−)-norephedrine is reacted with an optionally substituted benzaldehyde by refluxing in ethanol, and reducing the product of that reaction with sodium borohydride at ambient temperature to produce the desired norephedrine derivative compound. Starting materials: C(CCC)C=1C=C2C=CC=NC2=C(C1)O[C@H]1CNCC1 (6-butyl-8-[(3R)-3-pyrrolidinyloxy]quinoline), CC(C)(C)S(=O)(=O)CCCCl (3-chloropropyl 1,1-dimethylethyl sulfone), material, Cl (hydrogen chloride), CC(C)(C)S(=O)(=O)CCCCl (3-chloropropyl 1,1-dimethylethyl sulfone), C([O-])([O-])=O.[K+].[K+] (potassium carbonate), C(CCC)C=1C=C2C=CC=NC2=C(C1)O[C@H]1CNCC1 (6-butyl-8-[(3R)-3-pyrrolidinyloxy]quinoline), CC(C)(C)S(=O)(=O)CCCBr (3-bromopropyl 1,1-dimethylethyl sulfone), [I-].[Na+] (sodium iodide). Run in CN(C)C=O (DMF), CO (methanol), CO (methanol), CO (methanol). Run at temperature 150 celsius. The product is Cl.Cl.C(CCC)C=1C=C2C=CC=NC2=C(C1)O[C@H]1CN(CC1)CCCS(=O)(=O)C(C)(C)C (6-Butyl-8-[((3R)-1-{3-[(1,1-dimethylethyl)sulfonyl]propyl}-3-pyrrolidinyl)oxy]quinoline, dihydrochloride salt). Reaction SMILES: [CH2:1]([C:5]1[CH:6]=[C:7]2[C:12](=[C:13]([O:15][C@@H:16]3[CH2:20][CH2:19][NH:18][CH2:17]3)[CH:14]=1)[N:11]=[CH:10][CH:9]=[CH:8]2)[CH2:2][CH2:3][CH3:4].[CH3:21][C:22]([S:25]([CH2:28][CH2:29][CH2:30]Br)(=[O:27])=[O:26])([CH3:24])[CH3:23].CC(S(CCC[Cl:42])(=O)=O)(C)C.[I-].[Na+].C(=O)([O-])[O-].[K+].[K+].[ClH:51]>CN(C=O)C.CO>[ClH:42].[ClH:51].[CH2:1]([C:5]1[CH:6]=[C:7]2[C:12](=[C:13]([O:15][C@@H:16]3[CH2:20][CH2:19][N:18]([CH2:30][CH2:29][CH2:28][S:25]([C:22]([CH3:24])([CH3:23])[CH3:21])(=[O:27])=[O:26])[CH2:17]3)[CH:14]=1)[N:11]=[CH:10][CH:9]=[CH:8]2)[CH2:2][CH2:3][CH3:4] |f:3.4,5.6.7,11.12.13|. Procedure details: To a solution of 6-butyl-8-[(3R)-3-pyrrolidinyloxy]quinoline (for example, as prepared for Intermediate 10) (0.130 g, 0.481 mmol), in DMF (3 ml) was added a mixture of 3-bromopropyl 1,1-dimethylethyl sulfone and 3-chloropropyl 1,1-dimethylethyl sulfone (for example, as prepared for Intermediate 17) (1:1, 0.215 g, 0.96 mmol), sodium iodide (0.144 g, 0.96 mmol), then potassium carbonate (0.133 g, 0.96 mmol). The suspension was heated to 150° C. for 15 min in a Smith Creator™ microwave oven with fi... The reactants are C(OCC1OC(OC1)(C)C)(OC=1C(=C2CCC(OC2=C(C1C)C)(CCCC(CCCC(CCCC(C)C)C)C)C)C)=O (2,2-dimethyl-1,3-dioxolan-4-ylmethyl 2,5,7,8-tetramethyl-2-(4',8',12'-trimethyltridecyl)-6-chromanyl carbonate), Cl (hydrochloric acid), O1CCCC1 (tetrahydrofuran), CO (methanol). The solvent is CCOCC (ether). The product is C(OCC(CO)O)(OC=1C(=C2CCC(OC2=C(C1C)C)(CCCC(CCCC(CCCC(C)C)C)C)C)C)=O (2,3-dihydroxypropyl 2,5,7,8-tetramethyl-2-(4',8',12'-trimethyltridecyl)-6-chromanyl carbonate). Yield: 90.8%. RXN SMILES: [C:1](=[O:42])([O:11][C:12]1[C:13]([CH3:41])=[C:14]2[C:19](=[C:20]([CH3:23])[C:21]=1[CH3:22])[O:18][C:17]([CH3:40])([CH2:24][CH2:25][CH2:26][CH:27]([CH3:39])[CH2:28][CH2:29][CH2:30][CH:31]([CH3:38])[CH2:32][CH2:33][CH2:34][CH:35]([CH3:37])[CH3:36])[CH2:16][CH2:15]2)[O:2][CH2:3][CH:4]1[CH2:8][O:7]C(C)(C)[O:5]1.O1CCCC1.CO.Cl>CCOCC>[C:1](=[O:42])([O:11][C:12]1[C:13]([CH3:41])=[C:14]2[C:19](=[C:20]([CH3:23])[C:21]=1[CH3:22])[O:18][C:17]([CH3:40])([CH2:24][CH2:25][CH2:26][CH:27]([CH3:39])[CH2:28][CH2:29][CH2:30][CH:31]([CH3:38])[CH2:32][CH2:33][CH2:34][CH:35]([CH3:36])[CH3:37])[CH2:16][CH2:15]2)[O:2][CH2:3][CH:4]([OH:5])[CH2:8][OH:7]. Procedure: A mixture comprising 3.9 g of 2,2-dimethyl-1,3-dioxolan-4-ylmethyl 2,5,7,8-tetramethyl-2-(4',8',12'-trimethyltridecyl)-6-chromanyl carbonate, 15 ml of tetrahydrofuran, 5 ml of methanol and 5 ml of 2 N hydrochloric acid was stirred and heated under reflux for 3 hours. The reaction mixture was dissolved in ether, successively washed with water, an aqueous solution of sodium hydrogencarbonate and water, and dried over magnesium sulfate. After distilling off the solvent, the obtained oily residue wa... The reactants are CN(C)C=O, O=C(O)c1ccnc(Cl)c1, Cl, [H-], [Na+], O, OCc1ccccc1. Yields the product O=C(O)c1ccnc(OCc2ccccc2)c1. Reaction SMILES: [CH3:22][N:23]([CH3:24])[CH:25]=[O:26].[Cl:11][c:12]1[cH:13][c:14]([C:15](=[O:16])[OH:17])[cH:18][cH:19][n:20]1.[ClH:21].[H-:1].[Na+:2].[OH2:27].[OH:3][CH2:4][c:5]1[cH:6][cH:7][cH:8][cH:9][cH:10]1>>[O:3]([CH2:4][c:5]1[cH:6][cH:7][cH:8][cH:9][cH:10]1)[c:12]1[cH:13][c:14]([C:15](=[O:16])[OH:17])[cH:18][cH:19][n:20]1. Starting materials: Cl.CN (methylamine hydrochloride), C(C)(C)(C)OC(=O)N1CCC(CC1)=O (1-(tert-butoxycarbonyl)-4-oxopiperidine). The reagents and catalysts are [Pt]=O (platinum oxide). Solvent: CO (methanol). Product: NCC1CCN(CC1)C(=O)OC(C)(C)C (4-aminomethyl-1-(tert-butoxycarbonyl)piperidine). The yield is 93.9%. Reaction SMILES: Cl.[CH3:2][NH2:3].[C:4]([O:8][C:9]([N:11]1[CH2:16][CH2:15][C:14](=O)[CH2:13][CH2:12]1)=[O:10])([CH3:7])([CH3:6])[CH3:5]>CO.[Pt]=O>[NH2:3][CH2:2][CH:14]1[CH2:15][CH2:16][N:11]([C:9]([O:8][C:4]([CH3:7])([CH3:6])[CH3:5])=[O:10])[CH2:12][CH2:13]1 |f:0.1|. Procedure: A solution of methylamine hydrochloride (1.01 g, Wako Pure Chemical Industries) and 1-(tert-butoxycarbonyl)-4-oxopiperidine (1.99 g, Aldrich) in methanol (13 ml) was stirred in the presence of platinum oxide (69 mg, Wako Pure Chemical Industries) at room temperature for 3 hours under hydrogen atmosphere of ordinary pressure. The hydrogen was purged with a nitrogen gas, and the platinum catalyst was removed by filtration. Then, the reaction mixture was adjusted to pH of from 10 to 11 with 1 N aqu...